From a dataset of the Open Reaction Database (ORD), a public repository of structured organic reaction records. describe an organic reaction: reactants, conditions, products, and yield Reactants: OCC1Cc2cc(F)cc(Br)c2O1, Cc1ccc(S(=O)(=O)Cl)cc1. Yields the product Cc1ccc(S(=O)(=O)OCC2Cc3cc(F)cc(Br)c3O2)cc1. As a reaction SMILES: [Br:1][c:2]1[cH:3][c:4]([F:13])[cH:5][c:6]2[c:10]1[O:9][CH:8]([CH2:11][OH:12])[CH2:7]2.[c:14]1([CH3:24])[cH:15][cH:16][c:17]([S:20](=[O:21])(=[O:22])[Cl:23])[cH:18][cH:19]1>>[Br:1][c:2]1[cH:3][c:4]([F:13])[cH:5][c:6]2[c:10]1[O:9][CH:8]([CH2:11][O:12][S:20]([c:17]1[cH:16][cH:15][c:14]([CH3:24])[cH:19][cH:18]1)(=[O:21])=[O:22])[CH2:7]2. The reactants are O=C([O-])[O-], CCOC(=O)C1(C)CCCNC1, CN(C)C=O, [K+], [K+], Cc1ccc(S(=O)(=O)OCC2COc3ccccc3O2)cc1, O. As a reaction SMILES: [C:35](=[O:36])([O-:37])[O-:38].[CH2:1]([CH3:2])[O:3][C:4](=[O:5])[C:6]1([CH3:12])[CH2:7][NH:8][CH2:9][CH2:10][CH2:11]1.[CH:41]([N:42]([CH3:43])[CH3:44])=[O:45].[K+:39].[K+:40].[O:13]1[CH:14]([CH2:23][O:24][S:25]([c:26]2[cH:27][cH:28][c:29]([CH3:30])[cH:31][cH:32]2)(=[O:33])=[O:34])[CH2:15][O:16][c:17]2[c:18]1[cH:19][cH:20][cH:21][cH:22]2.[OH2:46]>>[CH2:1]([CH3:2])[O:3][C:4](=[O:5])[C:6]1([CH3:12])[CH2:7][N:8]([CH2:23][CH:14]2[O:13][c:18]3[c:17]([cH:22][cH:21][cH:20][cH:19]3)[O:16][CH2:15]2)[CH2:9][CH2:10][CH2:11]1. Product: CCOC(=O)C1(C)CCCN(CC2COc3ccccc3O2)C1.